From a dataset of the Open Reaction Database (ORD), a public repository of structured organic reaction records. describe an organic reaction: reactants, conditions, products, and yield Starting materials: C1(CC1)CN1[C@H]2[C@@]3(CC[C@H]([C@H]4[C@@]3(C=3C(=C(C=CC3C2)O)O4)CC1)N(C(\C=C\C1=COC=C1)=O)C)O (17-cyclopropylmethyl-3,14β-dihydroxy-4,5α-epoxy-6β-(N-methyl-trans-3-(3-furyl)acrylamido)morphinan), C(C)(=O)OCC (ethyl acetate), CI (methyl iodide). Solvent: CO (methanol), CO (methanol). Reaction conditions: temperature 100 celsius, time 4 day. The product is [I-].C1(CC1)C[N+]1([C@H]2[C@@]3(CC[C@H]([C@H]4[C@@]3(C=3C(=C(C=CC3C2)O)O4)CC1)N(C(\C=C\C1=COC=C1)=O)C)O)C (17-cyclopropylmethyl-3,14β-dihydroxy-4,5α-epoxy-17-methyl-6β-(N-methyl-trans-3-(3-furyl)acrylamido)morphinanium iodide). RXN SMILES: [CH:1]1([CH2:4][N:5]2[CH2:23][CH2:22][C@:12]34[C:13]5[C:14]6[O:21][C@H:11]3[C@H:10]([N:24]([CH3:34])[C:25](=[O:33])/[CH:26]=[CH:27]/[C:28]3[CH:32]=[CH:31][O:30][CH:29]=3)[CH2:9][CH2:8][C@@:7]4([OH:35])[C@H:6]2[CH2:19][C:18]=5[CH:17]=[CH:16][C:15]=6[OH:20])[CH2:3][CH2:2]1.[C:36](OCC)(=O)C.C[I:43]>CO>[I-:43].[CH:1]1([CH2:4][N+:5]2([CH3:36])[CH2:23][CH2:22][C@:12]34[C:13]5[C:14]6[O:21][C@H:11]3[C@H:10]([N:24]([CH3:34])[C:25](=[O:33])/[CH:26]=[CH:27]/[C:28]3[CH:32]=[CH:31][O:30][CH:29]=3)[CH2:9][CH2:8][C@@:7]4([OH:35])[C@H:6]2[CH2:19][C:18]=5[CH:17]=[CH:16][C:15]=6[OH:20])[CH2:2][CH2:3]1 |f:4.5|. Procedure details: 17-cyclopropylmethyl-3,14β-dihydroxy-4,5α-epoxy-6β-(N-methyl-trans-3-(3-furyl)acrylamido)morphinan 2.0699 g (4.3 mmol), ethyl acetate 60 ml, methanol 6 ml, and methyl iodide 1.3 ml were placed together in a container to be sealed, and, while being sealed, was stirred at 100° C. for four days. To the reaction solution was added methanol 60 ml; the precipitated solid was dissolved and concentrated; and to the resulting residue was added distilled water 400 ml. This aqueous solution was washed with... The reactants are BrCc1ccccc1, Brc1ccc2[nH]c3c(c2c1)CCCC3, CN(C)C=O. Yields the product Brc1ccc2c(c1)c1c(n2Cc2ccccc2)CCCC1. As a reaction SMILES: [Br:15][CH2:16][c:17]1[cH:18][cH:19][cH:20][cH:21][cH:22]1.[Br:1][c:2]1[cH:3][c:4]2[c:5]3[c:10]([nH:11][c:12]2[cH:13][cH:14]1)[CH2:9][CH2:8][CH2:7][CH2:6]3.[O:23]=[CH:24][N:25]([CH3:26])[CH3:27]>>[Br:1][c:2]1[cH:3][c:4]2[c:5]3[c:10]([n:11]([CH2:16][c:17]4[cH:18][cH:19][cH:20][cH:21][cH:22]4)[c:12]2[cH:13][cH:14]1)[CH2:9][CH2:8][CH2:7][CH2:6]3. The reactants are S1C=C(C=C1)C=O (thiophene-3-aldehyde), NC1=NNC=C1 (3-aminopyrazole), FC(C(CC(=O)OCC)=O)(F)F (ethyl trifluoroacetoacetate). Product: S1C=C(C=C1)C1C=2C(NC(=C1C(=O)OCC)C(F)(F)F)=NNC2 (Ethyl 4,7-dihydro-4-(thiophen-3-yl)-6-trifluoromethyl-2H-pyrazolo[3,4-b]pyridine-5-carboxylate). RXN SMILES: [S:1]1[CH:5]=[CH:4][C:3]([CH:6]=O)=[CH:2]1.[NH2:8][C:9]1[CH:13]=[CH:12][NH:11][N:10]=1.[F:14][C:15]([F:25])([F:24])[C:16](=O)[CH2:17][C:18]([O:20][CH2:21][CH3:22])=[O:19]>>[S:1]1[CH:5]=[CH:4][C:3]([CH:6]2[C:17]([C:18]([O:20][CH2:21][CH3:22])=[O:19])=[C:16]([C:15]([F:14])([F:24])[F:25])[NH:8][C:9]3=[N:10][NH:11][CH:12]=[C:13]23)=[CH:2]1. Procedure: The title compound was prepared from thiophene-3-aldehyde, 3-aminopyrazole and ethyl trifluoroacetoacetate in the same manner as in Example 1.